Dataset: the Open Reaction Database (ORD), a public repository of structured organic reaction records. Task: describe an organic reaction: reactants, conditions, products, and yield The reactants are COc1cc(C)c(S(=O)(=O)N(Cc2ccc3c(c2)OCO3)C(CNS(C)(=O)=O)C(=O)NOCc2ccccc2)c(C)c1, CCO, C1CCOC1. The product is COc1cc(C)c(S(=O)(=O)N(Cc2ccc3c(c2)OCO3)C(CNS(C)(=O)=O)C(=O)NO)c(C)c1. Reaction SMILES: [CH2:1]([c:2]1[cH:3][cH:4][cH:5][cH:6][cH:7]1)[O:8][NH:9][C:10]([CH:11]([CH2:12][NH:13][S:14](=[O:15])(=[O:16])[CH3:17])[N:18]([S:19](=[O:20])(=[O:21])[c:22]1[c:23]([CH3:31])[cH:24][c:25]([O:29][CH3:30])[cH:26][c:27]1[CH3:28])[CH2:32][c:33]1[cH:34][c:35]2[c:36]([cH:37][cH:38]1)[O:39][CH2:40][O:41]2)=[O:42].[CH2:48]([OH:49])[CH3:50].[O:43]1[CH2:44][CH2:45][CH2:46][CH2:47]1>>[OH:8][NH:9][C:10]([CH:11]([CH2:12][NH:13][S:14](=[O:15])(=[O:16])[CH3:17])[N:18]([S:19](=[O:20])(=[O:21])[c:22]1[c:23]([CH3:31])[cH:24][c:25]([O:29][CH3:30])[cH:26][c:27]1[CH3:28])[CH2:32][c:33]1[cH:34][c:35]2[c:36]([cH:37][cH:38]1)[O:39][CH2:40][O:41]2)=[O:42]. Starting materials: C(CCC)[Li] (n-butyllithium), C(C1=CC=CC=C1)[C@H]1NC(OC1)=O ((R)-4-benzyl-2-oxazolidinone), C(CCC=C)(=O)Cl (4-pentenoyl chloride). The solvent is C1CCOC1 (THF). Reaction conditions: temperature -78 celsius, time 30 minute. Product: C(C1=CC=CC=C1)[C@H]1N(C(OC1)=O)C(CCC=C)=O ((R)-4-benzyl-3-pent-4-enoyloxazolidin-2-one). Isolated yield 99498.5%. Reaction SMILES: [CH2:1]([C@@H:8]1[CH2:12][O:11][C:10](=[O:13])[NH:9]1)[C:2]1[CH:7]=[CH:6][CH:5]=[CH:4][CH:3]=1.C([Li])CCC.[C:19](Cl)(=[O:24])[CH2:20][CH2:21][CH:22]=[CH2:23]>C1COCC1>[CH2:1]([C@@H:8]1[CH2:12][O:11][C:10](=[O:13])[N:9]1[C:19](=[O:24])[CH2:20][CH2:21][CH:22]=[CH2:23])[C:2]1[CH:3]=[CH:4][CH:5]=[CH:6][CH:7]=1. Reported procedure: A solution of (R)-4-benzyl-2-oxazolidinone (2 g, 0.011 mmol) in dry THF (33 mL) was cooled to −78° C. To this solution n-butyllithium (1.6 M in hexanes, 6.87 mL, 0.011 mmol) was added over a ten-minute period. Following this addition, 4-pentenoyl chloride (1.32 mL, 0.012 mmol) was added in a single portion. The reaction mixture was stirred under argon at −78° C. for 30 minutes and then warmed to room temperature. The reaction progress was monitored by TLC (˜1 h). The reaction mixture was quenche... Procedure: 60 grams of 1-benzyl-3,4-diphenyl-5-hydroxymethylpyrazole dissolved in 150 ml of anhydrous chloroform are added to 51 ml of thionyl chloride dissolved in 450 ml of anhydrous chloroform, which has been cooled to -5° C. The solution is heated for 3 hours under reflux whilst being stirred. It is then cooled to ambient temperature and the chloroform is evapoated under reduced pressure. The residue is dissolved in 200 ml of petroleum ether and then suspended in 100 ml of diisopropyl ether. 53.4 grams... Conditions: temperature -5 celsius. Reactants: C(C1=CC=CC=C1)N1N=C(C(=C1CO)C1=CC=CC=C1)C1=CC=CC=C1 (1-benzyl-3,4-diphenyl-5-hydroxymethylpyrazole), S(=O)(Cl)Cl (thionyl chloride). Solvent: C(Cl)(Cl)Cl (chloroform), C(Cl)(Cl)Cl (chloroform), C(Cl)(Cl)Cl (chloroform), petroleum ether, C(C)(C)OC(C)C (diisopropyl ether). Reaction SMILES: [CH2:1]([N:8]1[C:12]([CH2:13]O)=[C:11]([C:15]2[CH:20]=[CH:19][CH:18]=[CH:17][CH:16]=2)[C:10]([C:21]2[CH:26]=[CH:25][CH:24]=[CH:23][CH:22]=2)=[N:9]1)[C:2]1[CH:7]=[CH:6][CH:5]=[CH:4][CH:3]=1.S(Cl)([Cl:29])=O>C(Cl)(Cl)Cl.C(OC(C)C)(C)C>[CH2:1]([N:8]1[C:12]([CH2:13][Cl:29])=[C:11]([C:15]2[CH:20]=[CH:19][CH:18]=[CH:17][CH:16]=2)[C:10]([C:21]2[CH:26]=[CH:25][CH:24]=[CH:23][CH:22]=2)=[N:9]1)[C:2]1[CH:7]=[CH:6][CH:5]=[CH:4][CH:3]=1. Yields the product C(C1=CC=CC=C1)N1N=C(C(=C1CCl)C1=CC=CC=C1)C1=CC=CC=C1 (1-benzyl-3,4-diphenyl-5-chloromethylpyrazole). Run in C(Cl)Cl (methylene chloride). The product is C(C1=CC=CC=C1)C1(C(CCC1)OC(C1=CC=C(C=C1)C)=O)C(=O)OCC (Ethyl 1-benzyl-2-p-methylbenzoyloxy-cyclopentane carboxylate). Procedure details: 7.44 grams of 2-benzyl-2-ethoxycarbonyl-cyclopentanol obtained in Example 14 were diluted with 60 ml of methylene chloride. At room temperature and with magnetic stirring, 3.66 ml of pyridine was slowly added, then 6.12 ml of 4-methyl benzoyl chloride was dropwise added. Upon the completion of the addition, the reaction was continued under reflux condition for 12 hours. Then the procedure as described in Example 23 was followed, to give 12.53 g of yellow liquid. MS: m/e 367(M++1), 366(M+), 364(M... RXN SMILES: [CH2:1]([C:8]1([C:14]([O:16][CH2:17][CH3:18])=[O:15])[CH2:12][CH2:11][CH2:10][CH:9]1[OH:13])[C:2]1[CH:7]=[CH:6][CH:5]=[CH:4][CH:3]=1.N1C=CC=CC=1.[CH3:25][C:26]1[CH:34]=[CH:33][C:29]([C:30](Cl)=[O:31])=[CH:28][CH:27]=1>C(Cl)Cl>[CH2:1]([C:8]1([C:14]([O:16][CH2:17][CH3:18])=[O:15])[CH2:12][CH2:11][CH2:10][CH:9]1[O:13][C:30](=[O:31])[C:29]1[CH:33]=[CH:34][C:26]([CH3:25])=[CH:27][CH:28]=1)[C:2]1[CH:7]=[CH:6][CH:5]=[CH:4][CH:3]=1. Starting materials: N1=CC=CC=C1 (pyridine), C(C1=CC=CC=C1)C1(C(CCC1)O)C(=O)OCC (2-benzyl-2-ethoxycarbonyl-cyclopentanol), CC1=CC=C(C(=O)Cl)C=C1 (4-methyl benzoyl chloride).